This data is from the Open Reaction Database (ORD), a public repository of structured organic reaction records. The task is: describe an organic reaction: reactants, conditions, products, and yield Reactants: COc1ccc2cnc(O)nc2c1, O=P(Cl)(Cl)Cl. Yields the product COc1ccc2cnc(Cl)nc2c1. As a reaction SMILES: [OH:1][c:2]1[n:3][c:4]2[cH:5][c:6]([O:12][CH3:13])[cH:7][cH:8][c:9]2[cH:10][n:11]1.[P:14]([Cl:15])([Cl:16])([Cl:17])=[O:18]>>[c:2]1([Cl:16])[n:3][c:4]2[cH:5][c:6]([O:12][CH3:13])[cH:7][cH:8][c:9]2[cH:10][n:11]1. Reactants: ClC1=NC=C(C(=N1)Cl)Cl (2,4,5-trichloro-pyrimidine), NC1=C(C(=O)NCC)C=CC=C1F (2-amino-N-ethyl-3-fluoro-benzamide), CN1C(CCC1)=O (N-methylpyrrolidinone), C(C)(C)N(C(C)C)CC (N,N-diisopropylethylamine). Conditions: temperature 100 celsius, time 8 hour. The product is ClC1=NC=C(C(=N1)NC1=C(C(=O)NCC)C=CC=C1F)Cl (2-(2,5-Dichloro-pyrimidin-4-ylamino)-N-ethyl-3-fluoro-benzamide). The yield is 49.4%. RXN SMILES: [NH2:1][C:2]1[C:12]([F:13])=[CH:11][CH:10]=[CH:9][C:3]=1[C:4]([NH:6][CH2:7][CH3:8])=[O:5].CN1CCCC1=O.C(N(CC)C(C)C)(C)C.[Cl:30][C:31]1[N:36]=[C:35](Cl)[C:34]([Cl:38])=[CH:33][N:32]=1>>[Cl:30][C:31]1[N:36]=[C:35]([NH:1][C:2]2[C:12]([F:13])=[CH:11][CH:10]=[CH:9][C:3]=2[C:4]([NH:6][CH2:7][CH3:8])=[O:5])[C:34]([Cl:38])=[CH:33][N:32]=1. Procedure details: Into a round bottom flask was added 2-amino-N-ethyl-3-fluoro-benzamide (2.00 g, 11.0 mmol) and N-methylpyrrolidinone (10 mL, 100 mmol). N,N-diisopropylethylamine (2.29 mL, 13.2 mmol) was added followed by 2,4,5-trichloro-pyrimidine (1.51 mL, 13.2 mmol) and the mixture was heated at 100° C. for 24 hours. The reaction mixture was then concentrated under reduced pressure and the residue was taken up in DCM (50 mL) and washed with water (50 mL). The organic layer was dried over sodium sulfate, filte... The reactants are CC=1SC(=C2N=C3N(C(C21)=O)C=C(C=C3)C(=O)O)C (1,3-dimethyl-10-oxo-10H-pyrido[1,2-a]thieno[3,4-d]pyrimidine-7-carboxylic acid), C(=O)(N1C=NC=C1)N1C=NC=C1 (1,1' carbonyldiimidazole), O.NC1=NN=NN1 (5-aminotetrazole monohydrate). The solvent is CN(C=O)C (dimethylformamide). Run at temperature 105 celsius. Yields the product CC=1SC(=C2N=C3N(C(C21)=O)C=C(C=C3)C(=O)NC3=NN=NN3)C (1,3-dimethyl-10-oxo-N-1H-tetrazol-5-yl-10 H-pyrido[1,2-a]thieno[3,4-d]pyrimidine-7-carboxamide). The yield is 62.6%. RXN SMILES: [CH3:1][C:2]1[S:3][C:4]([CH3:19])=[C:5]2[C:10]=1[C:9](=[O:11])[N:8]1[CH:12]=[C:13]([C:16]([OH:18])=O)[CH:14]=[CH:15][C:7]1=[N:6]2.C(N1C=CN=C1)(N1C=CN=C1)=O.O.[NH2:33][C:34]1[NH:38][N:37]=[N:36][N:35]=1>CN(C)C=O>[CH3:1][C:2]1[S:3][C:4]([CH3:19])=[C:5]2[C:10]=1[C:9](=[O:11])[N:8]1[CH:12]=[C:13]([C:16]([NH:33][C:34]3[NH:38][N:37]=[N:36][N:35]=3)=[O:18])[CH:14]=[CH:15][C:7]1=[N:6]2 |f:2.3|. Reported procedure: A mixture of 0.6 g (0.0022 mol) of 1,3-dimethyl-10-oxo-10H-pyrido[1,2-a]thieno[3,4-d]pyrimidine-7-carboxylic acid (Example 48) and 0.84 g (0.005 mol) of 1,1' carbonyldiimidazole (Aldrich Chemical Company) in 90 ml of dimethylformamide is stirred and heated in a wax bath at 105° C. for eighty five minutes under nitrogen. The mixture is allowed to stand at room temperature for thirty minutes and then 0.225 g (0.0022 mol) of 5-aminotetrazole monohydrate (Aldrich Chemical Company) is added and the m... The reactants are [N+](=O)([O-])C=1C=C(C=C(C1)C(=O)OC)NC(=O)C1=CC(=CC(=C1)C(=O)OC)[N+](=O)[O-] (3-Nitro-5-methoxycarbonylphenylaminocarbonyl-(3'-nitro-5'-methoxycarbonylbenzene)), NCC(CO)O (aminopropan-2,3-diol). Conditions: temperature 90 celsius, time 30 minute. Product: [N+](=O)([O-])C=1C=C(C=C(C1)C(=O)NCC(CO)O)NC(=O)C1=CC(=CC(=C1)C(=O)NCC(CO)O)[N+](=O)[O-] (3-Nitro-5-(2,3-dihydroxypropylaminocarbonyl)phenylaminocarbonyl-[3'-nitro-5'-(2,3-dihydroxypropylaminocarbonyl)benzene]). As a reaction SMILES: [N+:1]([C:4]1[CH:5]=[C:6]([NH:14][C:15]([C:17]2[CH:22]=[C:21]([C:23](OC)=[O:24])[CH:20]=[C:19]([N+:27]([O-:29])=[O:28])[CH:18]=2)=[O:16])[CH:7]=[C:8]([C:10](OC)=[O:11])[CH:9]=1)([O-:3])=[O:2].[NH2:30][CH2:31][CH:32]([OH:35])[CH2:33][OH:34]>>[N+:1]([C:4]1[CH:5]=[C:6]([NH:14][C:15]([C:17]2[CH:22]=[C:21]([C:23]([NH:30][CH2:31][CH:32]([OH:35])[CH2:33][OH:34])=[O:24])[CH:20]=[C:19]([N+:27]([O-:29])=[O:28])[CH:18]=2)=[O:16])[CH:7]=[C:8]([C:10]([NH:30][CH2:31][CH:32]([OH:35])[CH2:33][OH:34])=[O:11])[CH:9]=1)([O-:3])=[O:2]. Reported procedure: 3-Nitro-5-methoxycarbonylphenylaminocarbonyl-(3'-nitro-5'-methoxycarbonylbenzene) (1.21 g, 3.0 mmol) was suspended in aminopropan-2,3-diol (0.55 g, 6.0 mmol) and the mixture was heated to 90° C. After 30 min, the pressure was reduced to 200 mm Hg and heating was continued for 90 min. The product was purified by preparative HPLC. Yield: 0.73 g (47%). The reactants are [Al+3], O=C(Cl)Cc1ccc(Br)cc1, CCCCc1ccccc1, [Cl-], [Cl-], [Cl-], ClCCCl, Cl. The product is CCCCc1ccc(C(=O)Cc2ccc(Br)cc2)cc1. Reaction SMILES: [Al+3:2].[Br:15][c:16]1[cH:17][cH:18][c:19]([CH2:22][C:23](=[O:24])[Cl:25])[cH:20][cH:21]1.[CH3:5][CH2:6][CH2:7][CH2:8][c:9]1[cH:10][cH:11][cH:12][cH:13][cH:14]1.[Cl-:1].[Cl-:3].[Cl-:4].[Cl:27][CH2:28][CH2:29][Cl:30].[ClH:26]>>[CH3:5][CH2:6][CH2:7][CH2:8][c:9]1[cH:10][cH:11][c:12]([C:23]([CH2:22][c:19]2[cH:18][cH:17][c:16]([Br:15])[cH:21][cH:20]2)=[O:24])[cH:13][cH:14]1.